From a dataset of the Open Reaction Database (ORD), a public repository of structured organic reaction records. describe an organic reaction: reactants, conditions, products, and yield RXN SMILES: O=C1C2C(=CC=CC=2)N=C(C(OCC)=O)N1.[O:17]=[C:18]1[NH:23][C:22]([C:24]([O:26]CC)=O)=[N:21][C:20]2[S:29][CH:30]=[C:31]([C:32]3[CH:33]=[N:34][CH:35]=[CH:36][CH:37]=3)[C:19]1=2.C1(C(C2C=CC=CC=2)(C2C=CC=CC=2)N2C=NC(CCCOC3C=C(CN)C=CN=3)=N2)C=CC=CC=1.C1(C(C2C=CC=CC=2)(C2C=CC=CC=2)[N:81]2[CH:85]=[N:84][C:83]([O:86][CH2:87][CH2:88][O:89][C:90]3[CH:91]=[C:92]([CH2:96][NH2:97])[CH:93]=[CH:94][CH:95]=3)=[N:82]2)C=CC=CC=1>>[O:17]=[C:18]1[NH:23][C:22]([C:24]([NH:97][CH2:96][C:92]2[CH:93]=[CH:94][CH:95]=[C:90]([O:89][CH2:88][CH2:87][O:86][C:83]3[N:84]=[CH:85][NH:81][N:82]=3)[CH:91]=2)=[O:26])=[N:21][C:20]2[S:29][CH:30]=[C:31]([C:32]3[CH:33]=[N:34][CH:35]=[CH:36][CH:37]=3)[C:19]1=2. Yields the product O=C1C2=C(N=C(N1)C(=O)NCC1=CC(=CC=C1)OCCOC1=NNC=N1)SC=C2C=2C=NC=CC2 (4-oxo-5-pyridin-3-yl-N-{3-[2-(1H-1,2,4-triazol-3-yloxy)ethoxy]benzyl}-3,4-dihydrothieno[2,3-d]pyrimidine-2-carboxamide), powder. Isolated yield 17.0%. Procedure details: By a method similar to that in Example 22, and using, instead of ethyl 4-oxo-3,4-dihydro-2-quinazolinecarboxylate, ethyl 4-oxo-5-pyridin-3-yl-3,4-dihydrothieno[2,3-d]pyrimidine-2-carboxylate obtained in Reference Example 67 and using, instead of 1-[2-({3-[1-(triphenylmethyl)-1H-1,2,4-triazol-3-yl]propyl}oxy)pyridin-4-yl]methaneamine, 1-{3-[(2-{[1-(triphenylmethyl)-1H-1,2,4-triazol-3-yl]oxy}ethyl)oxy]phenyl}methanamine obtained in Reference Example 32, the title compound was obtained as a white p... Reactants: C1(=CC=CC=C1)C(N1N=C(N=C1)CCCOC1=NC=CC(=C1)CN)(C1=CC=CC=C1)C1=CC=CC=C1 (1-[2-({3-[1-(triphenylmethyl)-1H-1,2,4-triazol-3-yl]propyl}oxy)pyridin-4-yl]methaneamine), C1(=CC=CC=C1)C(N1N=C(N=C1)OCCOC=1C=C(C=CC1)CN)(C1=CC=CC=C1)C1=CC=CC=C1 (1-{3-[(2-{[1-(triphenylmethyl)-1H-1,2,4-triazol-3-yl]oxy}ethyl)oxy]phenyl}methanamine), O=C1NC(=NC2=CC=CC=C12)C(=O)OCC (ethyl 4-oxo-3,4-dihydro-2-quinazolinecarboxylate), O=C1C2=C(N=C(N1)C(=O)OCC)SC=C2C=2C=NC=CC2 (ethyl 4-oxo-5-pyridin-3-yl-3,4-dihydrothieno[2,3-d]pyrimidine-2-carboxylate). Starting materials: [C@@H]1(C[C@H](O)[C@H](O1)CO)N1C(=CC(=C1)I)[N+](=O)[O-] (1-(2-deoxy-β-D-ribofuranosyl)-4-iodo-2-nitropyrrole), C(CCC)[Sn](C=1SC=CC1)(CCCC)CCCC (2-(Tributylstannyl)thiophene). Reagents/catalysts: Cl[Pd]([P](C1=CC=CC=C1)(C2=CC=CC=C2)C3=CC=CC=C3)([P](C4=CC=CC=C4)(C5=CC=CC=C5)C6=CC=CC=C6)Cl (bis(triphenylphosphine)palladium(II) dichloride). The solvent is CN(C)C=O (DMF). Yields the product [C@@H]1(C[C@H](O)[C@H](O1)CO)N1C(=CC(=C1)C=1SC=CC1)[N+](=O)[O-] (1-(2-deoxy-β-D-ribofuranosyl)-4-(thien-2-yl)-2-nitropyrrole). Isolated yield 64.0%. Reaction SMILES: C([Sn](CCCC)(CCCC)[C:6]1[S:7][CH:8]=[CH:9][CH:10]=1)CCC.[C@@H:19]1([N:27]2[CH:31]=[C:30](I)[CH:29]=[C:28]2[N+:33]([O-:35])=[O:34])[O:24][C@H:23]([CH2:25][OH:26])[C@@H:21]([OH:22])[CH2:20]1>Cl[Pd](Cl)([P](C1C=CC=CC=1)(C1C=CC=CC=1)C1C=CC=CC=1)[P](C1C=CC=CC=1)(C1C=CC=CC=1)C1C=CC=CC=1.CN(C=O)C>[C@@H:19]1([N:27]2[CH:31]=[C:30]([C:6]3[S:7][CH:8]=[CH:9][CH:10]=3)[CH:29]=[C:28]2[N+:33]([O-:35])=[O:34])[O:24][C@H:23]([CH2:25][OH:26])[C@@H:21]([OH:22])[CH2:20]1 |^1:38,57|. Procedure details: 2-(Tributylstannyl)thiophene (476 μL, 1.5 mmol) was added to a DMF (2.5 mL) solution containing 1-(2-deoxy-β-D-ribofuranosyl)-4-iodo-2-nitropyrrole (177 mg, 0.5 mmol) and bis(triphenylphosphine)palladium(II) dichloride (18 mg, 0.025 mmol). The mixture was reacted at 100° C. for 30 minutes in a microwave machine (standard mode). The reaction solution was separated between ethyl acetate (50 mL) and water (50 mL). The organic layer was concentrated and purified by HPLC to yield 1-(2-deoxy-β-D-ribof... Starting materials: TEA, ClC=1C(=NC(=NC1)NC=1C=NN(C1)CC1CC1)NC1CCC2(CCNCC2)CC1 (5-chloro-N2-(1-(cyclopropylmethyl)-1H-pyrazol-4-yl)-N4-(3-azaspiro[5.5]undecan-9-yl)pyrimidine-2,4-diamine), C(#N)CC(=O)O (2-cyanoacetic acid), C1=CC2=C(N=C1)N(N=N2)O (HOAT), CCN=C=NCCCN(C)C (EDCI). Solvent: O (water), ClCCl (dichloromethane), CN(C=O)C (N,N-dimethylformamide). Run at time 1 hour. Yields the product ClC=1C(=NC(=NC1)NC=1C=NN(C1)CC1CC1)NC1CCC2(CCN(CC2)C(CC#N)=O)CC1 (3-(9-((5-chloro-2-((1-(cyclopropylmethyl)-1H-pyrazol-4-yl)amino)pyrimidin-4-yl)amino)-3-azaspiro[5.5]undecan-3-yl)-3-oxopropanenitrile). The yield is 45.1%. Reaction SMILES: [Cl:1][C:2]1[C:3]([NH:18][CH:19]2[CH2:29][CH2:28][C:22]3([CH2:27][CH2:26][NH:25][CH2:24][CH2:23]3)[CH2:21][CH2:20]2)=[N:4][C:5]([NH:8][C:9]2[CH:10]=[N:11][N:12]([CH2:14][CH:15]3[CH2:17][CH2:16]3)[CH:13]=2)=[N:6][CH:7]=1.[C:30]([CH2:32][C:33](O)=[O:34])#[N:31].C1C=NC2N(O)N=NC=2C=1.CCN=C=NCCCN(C)C>ClCCl.CN(C)C=O.O>[Cl:1][C:2]1[C:3]([NH:18][CH:19]2[CH2:20][CH2:21][C:22]3([CH2:23][CH2:24][N:25]([C:33](=[O:34])[CH2:32][C:30]#[N:31])[CH2:26][CH2:27]3)[CH2:28][CH2:29]2)=[N:4][C:5]([NH:8][C:9]2[CH:10]=[N:11][N:12]([CH2:14][CH:15]3[CH2:17][CH2:16]3)[CH:13]=2)=[N:6][CH:7]=1. Reported procedure: To a solution of 5-chloro-N2-(1-(cyclopropylmethyl)-1H-pyrazol-4-yl)-N4-(3-azaspiro[5.5]undecan-9-yl)pyrimidine-2,4-diamine (300.5 mg, 0.72 mmol), 2-cyanoacetic acid (92.2 mg, 1.08 mmol), HOAT (196.5 mg, 1.44 mmol) and EDCI (276.5 mg, 1.44 mmol) in a mixture of dichloromethane (20 mL) and N,N-dimethylformamide (5 mL) was added TEA (146.2 mg, 1.45 mmol). The mixture was stirred at room temperature for 1 h then diluted with water (50 mL), and extracted with DCM/MeOH (10/1, 50 mL×3). The combined o... Starting materials: [Br-], CN(C)CCN(C)C, C[Mg+], CCOCC, CC(C)(C)c1cc(C=O)c(O)c(S(C)(=O)=O)c1, O, O=S(=O)(O)O. Product: CC(=O)c1cc(C(C)(C)C)cc(S(C)(=O)=O)c1O. As a reaction SMILES: [Br-:26].[CH3:18][N:19]([CH2:20][CH2:21][N:22]([CH3:23])[CH3:24])[CH3:25].[CH3:27][Mg+:28].[CH3:34][CH2:35][O:36][CH2:37][CH3:38].[CH:1](=[O:2])[c:3]1[c:4]([OH:17])[c:5]([S:13](=[O:14])(=[O:15])[CH3:16])[cH:6][c:7]([C:9]([CH3:10])([CH3:11])[CH3:12])[cH:8]1.[OH2:39].[S:29](=[O:30])(=[O:31])([OH:32])[OH:33]>>[C:1](=[O:2])([c:3]1[c:4]([OH:17])[c:5]([S:13](=[O:14])(=[O:15])[CH3:16])[cH:6][c:7]([C:9]([CH3:10])([CH3:11])[CH3:12])[cH:8]1)[CH3:18]. Reactants: N1=C(C=CC=C1C)C (2,6-lutidine), C(C)[Si](CC)(CC)OS(=O)(=O)C(F)(F)F (trifluoromethanesulfonic acid triethylsilyl ester), O[C@H]([C@H](C(=O)N(C)OC)C)CC ((2R,3S)-3-hydroxy-N-methoxy-N,2-dimethylpentanamide). Run in ClCCl (dichloromethane), ClCCl (dichloromethane). Reaction conditions: time 5 hour. Yields the product CON(C([C@@H]([C@H](CC)O[Si](CC)(CC)CC)C)=O)C ((2R,3S)—N-methoxy-N,2-dimethyl-3-[(triethylsilyl)oxy]pentanamide). The yield is 99.0%. RXN SMILES: [OH:1][C@@H:2]([CH2:11][CH3:12])[C@@H:3]([CH3:10])[C:4]([N:6]([O:8][CH3:9])[CH3:7])=[O:5].N1C(C)=CC=CC=1C.[CH2:21]([Si:23](OS(C(F)(F)F)(=O)=O)([CH2:26][CH3:27])[CH2:24][CH3:25])[CH3:22]>ClCCl>[CH3:9][O:8][N:6]([CH3:7])[C:4](=[O:5])[C@H:3]([CH3:10])[C@@H:2]([O:1][Si:23]([CH2:26][CH3:27])([CH2:24][CH3:25])[CH2:21][CH3:22])[CH2:11][CH3:12]. Reported procedure: The above (2R,3S)-3-hydroxy-N-methoxy-N,2-dimethylpentanamide (7.3 g, 41.7 mmol) was dissolved in dichloromethane (150 ml), followed by addition of 2,6-lutidine (10.2 ml, 87 mmol) and trifluoromethanesulfonic acid triethylsilyl ester (14.1 ml, 62 mmol) while ice cooling, and the reaction solution was stirred for five hours. The reaction solution was diluted with dichloromethane and washed with a saturated ammonium chloride aqueous solution and brine. After the organic layer was dried over anhydr... Starting materials: CC1(C)C2CCC1(CS(=O)(=O)O)C(=O)C2, CCCCCC, CCO, Cc1ccccc1, CCOCC, CN(C)CCN1CCC(N(C)C(=O)Nc2cc(Oc3ccc(N)cc3F)ncn2)CC1, O=C(Cc1ccccc1)N=C=S. Product: CN(C)CCN1CCC(N(C)C(=O)Nc2cc(Oc3ccc(NC(=S)NC(=O)Cc4ccccc4)cc3F)ncn2)CC1. As a reaction SMILES: [C:32]12([CH2:33][S:34]([OH:35])(=[O:36])=[O:37])[C:38]([CH3:39])([CH3:40])[CH:41]([CH2:42][CH2:43]1)[CH2:44][C:45]2=[O:46].[CH3:59][CH2:60][CH2:61][CH2:62][CH2:63][CH3:64].[CH3:65][CH2:66][OH:67].[CH3:68][c:69]1[cH:70][cH:71][cH:72][cH:73][cH:74]1.[CH3:75][CH2:76][O:77][CH2:78][CH3:79].[NH2:1][c:2]1[cH:3][c:4]([F:31])[c:5]([O:6][c:7]2[cH:8][c:9]([NH:13][C:14]([N:15]([CH3:16])[CH:17]3[CH2:18][CH2:19][N:20]([CH2:23][CH2:24][N:25]([CH3:26])[CH3:27])[CH2:21][CH2:22]3)=[O:28])[n:10][cH:11][n:12]2)[cH:29][cH:30]1.[c:47]1([CH2:53][C:54](=[O:55])[N:56]=[C:57]=[S:58])[cH:48][cH:49][cH:50][cH:51][cH:52]1>>[NH:1]([c:2]1[cH:3][c:4]([F:31])[c:5]([O:6][c:7]2[cH:8][c:9]([NH:13][C:14]([N:15]([CH3:16])[CH:17]3[CH2:18][CH2:19][N:20]([CH2:23][CH2:24][N:25]([CH3:26])[CH3:27])[CH2:21][CH2:22]3)=[O:28])[n:10][cH:11][n:12]2)[cH:29][cH:30]1)[C:57]([NH:56][C:54]([CH2:53][c:47]1[cH:48][cH:49][cH:50][cH:51][cH:52]1)=[O:55])=[S:58]. The reactants are CCCC[N+](CCCC)(CCCC)Cc1ccccc1, CC#N, [Cl-], [Cl-], Cl, Cc1c([N+](=O)[O-])cc[n+]([O-])c1C, [Na+], [Na+], [OH-]. The product is Cc1c(Cl)cc[n+]([O-])c1C. Reaction SMILES: [CH2:19]([N+:20]([CH2:21][CH2:22][CH2:23][CH3:24])([CH2:25][CH2:26][CH2:27][CH3:28])[CH2:29][CH2:30][CH2:31][CH3:32])[c:33]1[cH:34][cH:35][cH:36][cH:37][cH:38]1.[CH3:39][C:40]#[N:41].[Cl-:13].[Cl-:18].[ClH:15].[N+:1]([O-:2])(=[O:3])[c:4]1[c:5]([CH3:12])[c:6]([CH3:11])[n+:7]([O-:10])[cH:8][cH:9]1.[Na+:14].[Na+:17].[OH-:16]>>[c:4]1([Cl:13])[c:5]([CH3:12])[c:6]([CH3:11])[n+:7]([O-:10])[cH:8][cH:9]1. Starting materials: C1(=CC=CC=C1)CCN1CCNCC1 (4-Phenylethyl-piperazine), BrCC#N (bromoacetonitrile). Yields the product C(CC1=CC=CC=C1)N1CCN(CC1)CC#N ((4-Phenethyl-piperazin-1-yl)-acetonitrile). Reaction SMILES: [C:1]1([CH2:7][CH2:8][N:9]2[CH2:14][CH2:13][NH:12][CH2:11][CH2:10]2)[CH:6]=[CH:5][CH:4]=[CH:3][CH:2]=1.Br[CH2:16][C:17]#[N:18]>>[CH2:8]([N:9]1[CH2:10][CH2:11][N:12]([CH2:16][C:17]#[N:18])[CH2:13][CH2:14]1)[CH2:7][C:1]1[CH:6]=[CH:5][CH:4]=[CH:3][CH:2]=1. Procedure details: The title compound is synthesized by coupling of 4-Phenylethyl-piperazine (commercially available from ABCR GmbH) and bromoacetonitrile analogously to the preparation of Intermediate 149.2 as a colorless oil; ES-MS: M+H=230.2: CtRet=4.20.